Dataset: the Open Reaction Database (ORD), a public repository of structured organic reaction records. Task: describe an organic reaction: reactants, conditions, products, and yield Starting materials: CSc1ccc(N)c([N+](=O)[O-])c1, [Cl-], CCCCCON=O, c1ccccc1. Yields the product CSc1ccc(-c2ccccc2)c([N+](=O)[O-])c1. RXN SMILES: [CH3:1][S:2][c:3]1[cH:4][c:5]([N+:10](=[O:11])[O-:12])[c:6]([NH2:7])[cH:8][cH:9]1.[Cl-:21].[N:13]([O:14][CH2:15][CH2:16][CH2:17][CH2:18][CH3:19])=[O:20].[cH:22]1[cH:23][cH:24][cH:25][cH:26][cH:27]1>>[CH3:1][S:2][c:3]1[cH:4][c:5]([N+:10](=[O:11])[O-:12])[c:6](-[c:22]2[cH:23][cH:24][cH:25][cH:26][cH:27]2)[cH:8][cH:9]1. The reactants are C(C=C)(=O)Cl (acryloyl chloride), ClC=1C(=NC(=NC1)NC=1C=C(C(=CC1OC)N1CCN(CC1)C)N)C=1C=NN2C1C=CC=C2 (N′-(5-chloro-4-pyrazolo[1,5-a]pyridin-3-ylpyrimidin-2-yl)-4-methoxy-6-(4-methylpiperazin-1-yl)benzene-1,3-diamine), ClC=1C(=NC(=NC1)NC=1C=C(C(=CC1OC)N1CCN(CC1)C)N)C=1C=NN2C1C=CC=C2 (N′-(5-chloro-4-pyrazolo[1,5-a]pyridin-3-ylpyrimidin-2-yl)-4-methoxy-6-(4-methylpiperazin-1-yl)benzene-1,3-diamine), CCN(C(C)C)C(C)C (DIPEA), [Cl-] (chloride). The solvent is C(Cl)Cl (CH2Cl2), C(Cl)Cl (CH2Cl2). Run at time 0.25 hour. Product: ClC=1C(=NC(=NC1)NC=1C(=CC(=C(C1)NC(C=C)=O)N1CCN(CC1)C)OC)C=1C=NN2C1C=CC=C2 (N-{5-[(5-Chloro-4-pyrazolo[1,5-a]pyridin-3-ylpyrimidin-2-yl)amino]-4-methoxy-2-[4-methylpiperazin-1-yl]phenyl}prop-2-enamide). Yield: 73.0%. Reaction SMILES: [C:1](Cl)(=[O:4])[CH:2]=[CH2:3].[Cl:6][C:7]1[C:8]([C:30]2[CH:31]=[N:32][N:33]3[CH:38]=[CH:37][CH:36]=[CH:35][C:34]=23)=[N:9][C:10]([NH:13][C:14]2[CH:15]=[C:16]([NH2:29])[C:17]([N:22]3[CH2:27][CH2:26][N:25]([CH3:28])[CH2:24][CH2:23]3)=[CH:18][C:19]=2[O:20][CH3:21])=[N:11][CH:12]=1.CCN(C(C)C)C(C)C.[Cl-]>C(Cl)Cl>[Cl:6][C:7]1[C:8]([C:30]2[CH:31]=[N:32][N:33]3[CH:38]=[CH:37][CH:36]=[CH:35][C:34]=23)=[N:9][C:10]([NH:13][C:14]2[C:19]([O:20][CH3:21])=[CH:18][C:17]([N:22]3[CH2:23][CH2:24][N:25]([CH3:28])[CH2:26][CH2:27]3)=[C:16]([NH:29][C:1](=[O:4])[CH:2]=[CH2:3])[CH:15]=2)=[N:11][CH:12]=1. Procedure details: A solution of acryloyl chloride (0.092 mL, 1.14 mmol) in CH2Cl2 (1 mL) was added dropwise to a mixture of N′-(5-chloro-4-pyrazolo[1,5-a]pyridin-3-ylpyrimidin-2-yl)-4-methoxy-6-(4-methylpiperazin-1-yl)benzene-1,3-diamine (Intermediate 63, 480 mg, 1.03 mmol) and DIPEA (0.214 mL, 1.24 mmol) in CH2Cl2 (18 mL) at r.t. After 0.25 h, additional acrolyl chloride (15 mg in 0.15 mL CH2Cl2) was added. The mixture was stirred for 0.5 h and then washed with brine, dried (Na2SO4) and concentrated in vacuo. Pu... Reactants: Cc1cccc(CN)c1, N, [Ru]. Product: NCc1cccc(CN)c1. Reaction SMILES: [CH3:2][c:3]1[cH:4][c:5]([CH2:6][NH2:7])[cH:8][cH:9][cH:10]1.[NH3:1].[Ru:11]>>[NH2:1][CH2:2][c:3]1[cH:4][c:5]([CH2:6][NH2:7])[cH:8][cH:9][cH:10]1. Starting materials: CO, [K+], [OH-], Cc1ccccc1Sc1cccc2c1OC(=O)C2. Yields the product Cc1ccccc1Sc1cccc(CC(=O)O)c1O. RXN SMILES: [CH3:19][OH:20].[K+:22].[OH-:21].[c:1]1([CH3:18])[c:2]([S:7][c:8]2[cH:9][cH:10][cH:11][c:12]3[c:16]2[O:15][C:14](=[O:17])[CH2:13]3)[cH:3][cH:4][cH:5][cH:6]1>>[c:1]1([CH3:18])[c:2]([S:7][c:8]2[cH:9][cH:10][cH:11][c:12]([CH2:13][C:14](=[O:17])[OH:20])[c:16]2[OH:15])[cH:3][cH:4][cH:5][cH:6]1. Reactants: ice water, C1(=CC=CC=C1)S(=O)(=O)CCCOC1=CC=C(CO)C=C1 (4-(3-benzenesulfonylpropyloxy)benzyl alcohol), S(=O)(Cl)Cl (thionyl chloride), resultant solution. The solvent is C(Cl)(Cl)Cl (chloroform). Conditions: time 1 hour. The product is C1(=CC=CC=C1)S(=O)(=O)CCCOC1=CC=C(CCl)C=C1 (4-(3-benzenesulfonylpropyloxy)benzyl chloride). Isolated yield 100.6%. RXN SMILES: [C:1]1([S:7]([CH2:10][CH2:11][CH2:12][O:13][C:14]2[CH:21]=[CH:20][C:17]([CH2:18]O)=[CH:16][CH:15]=2)(=[O:9])=[O:8])[CH:6]=[CH:5][CH:4]=[CH:3][CH:2]=1.S(Cl)([Cl:24])=O>C(Cl)(Cl)Cl>[C:1]1([S:7]([CH2:10][CH2:11][CH2:12][O:13][C:14]2[CH:21]=[CH:20][C:17]([CH2:18][Cl:24])=[CH:16][CH:15]=2)(=[O:9])=[O:8])[CH:6]=[CH:5][CH:4]=[CH:3][CH:2]=1. Procedure details: 1.5 g of 4-(3-benzenesulfonylpropyloxy)benzyl alcohol were dissolved in 30 ml of chloroform, and the resultant solution was further fed dropwise with 0.7 g of thionyl chloride and then stirred for 1 hour at room temperature. After completed the reaction, the solution reacted was poured into ice-water and extracted with chloroform. The organic layer resulted was dried with anhydrous magnesium sulfate, and the solvent used was removed by distillation under reduced pressure, thereby affording 1.6 g...